This data is from the Open Reaction Database (ORD), a public repository of structured organic reaction records. The task is: describe an organic reaction: reactants, conditions, products, and yield Reactants: C1(=CC=CC=C1)[Mg]Br (phenyl magnesium bromide), CON(C(=O)CC=1N=CC2=CC=CC=C2C1)C (N-methoxy-N-methylisoquinoline-3-carboxyamide), O (Water). The yield is 77.0%. As a reaction SMILES: CON(C)[C:4]([CH2:6][C:7]1[N:8]=[CH:9][C:10]2[C:15]([CH:16]=1)=[CH:14][CH:13]=[CH:12][CH:11]=2)=O.[C:18]1([Mg]Br)C=[CH:22][CH:21]=[CH:20][CH:19]=1.[OH2:26]>C1COCC1>[C:6]([C:7]1[N:8]=[CH:9][C:10]2[C:15]([CH:16]=1)=[CH:14][CH:13]=[CH:12][CH:11]=2)(=[O:26])[C:4]1[CH:22]=[CH:21][CH:20]=[CH:19][CH:18]=1. Procedure details: Under an argon gas stream, 168 mg of N-methoxy-N-methylisoquinoline-3-carboxyamide was dissolved in 1 mL of anhydrous THF, followed by stirring under cooling with ice. To the reaction liquid was slowly added 0.8 mL of phenyl magnesium bromide (1 mol/L THF solution), followed by continuously stirring for 30 minutes. Water was added to the reaction liquid, followed by extraction with chloroform. The organic layer was washed with diluted hydrochloric acid and saturated brine, dried over anhydrous s... The solvent is C1CCOC1 (THF). The product is C(C1=CC=CC=C1)(=O)C=1N=CC2=CC=CC=C2C1 (3-benzoylisoquinoline). Reactants: COC(COC)OC (methoxyacetaldehyde dimethyl acetal), C(#N)[BH3-].[Na+] (sodium cyanoborohydride), C(O)([O-])=O.[Na+] (sodium hydrogen carbonate), Cl.NC1=CC=C2C(=NC=NC2=C1)NC1=C(C=C(C(=C1)OC(=O)OC)C)F (7-amino-4-(2-fluoro-5-methoxycarbonyloxy-4-methylanilino)quinazoline hydrochloride). The solvent is O (water), Cl (hydrochloric acid), C(C)(=O)O (acetic acid), C(C)O (ethanol), C(C)(=O)O (acetic acid). Reaction conditions: time 5 minute. Product: FC1=C(NC2=NC=NC3=CC(=CC=C23)NCCOC)C=C(C(=C1)C)OC(=O)OC (4-(2-fluoro-5-methoxycarbonyloxy-4-methylanilino)-7-(2-methoxyethylamino)quinazoline). Yield: 76.9%. As a reaction SMILES: [CH3:1][O:2][CH:3](OC)[CH2:4]OC.C(=O)([O-])O.[Na+].Cl.[NH2:15][C:16]1[CH:25]=[C:24]2[C:19]([C:20]([NH:26][C:27]3[CH:32]=[C:31]([O:33][C:34]([O:36][CH3:37])=[O:35])[C:30]([CH3:38])=[CH:29][C:28]=3[F:39])=[N:21][CH:22]=[N:23]2)=[CH:18][CH:17]=1.C([BH3-])#N.[Na+]>O.Cl.C(O)C.C(O)(=O)C>[F:39][C:28]1[CH:29]=[C:30]([CH3:38])[C:31]([O:33][C:34]([O:36][CH3:37])=[O:35])=[CH:32][C:27]=1[NH:26][C:20]1[C:19]2[C:24](=[CH:25][C:16]([NH:15][CH2:4][CH2:3][O:2][CH3:1])=[CH:17][CH:18]=2)[N:23]=[CH:22][N:21]=1 |f:1.2,3.4,5.6|. Procedure details: A solution of methoxyacetaldehyde dimethyl acetal (1.27 g, 10 mol) in water (7 ml) and 2M hydrochloric acid (76 μl) was heated at 50-60° C. for 2 hours. The mixture was allowed to cool and adjusted to pH7.5 with saturated aqueous sodium hydrogen carbonate solution. This solution was added to a suspension of 7-amino-4-(2-fluoro-5-methoxycarbonyloxy-4-methylanilino)quinazoline hydrochloride (400 mg, 1 mmol), (prepared as described for the starting material in Example 30), in ethanol (32 ml) and ac... Starting materials: O=C([O-])c1ccccc1, O=C([O-])c1ccccc1, [Cu+2], F[B-](F)(F)F, c1ccc([I+]c2ccccc2)cc1, c1ccc2c(c1)sc1ccccc12. The product is F[B-](F)(F)F, c1ccc(-[s+]2c3ccccc3c3ccccc32)cc1. RXN SMILES: [C:32]([O-:33])(=[O:34])[c:35]1[cH:36][cH:37][cH:38][cH:39][cH:40]1.[C:42]([O-:43])(=[O:44])[c:45]1[cH:46][cH:47][cH:48][cH:49][cH:50]1.[Cu+2:41].[F:14][B-:15]([F:16])([F:17])[F:18].[c:19]1([I+:25][c:26]2[cH:27][cH:28][cH:29][cH:30][cH:31]2)[cH:20][cH:21][cH:22][cH:23][cH:24]1.[cH:1]1[cH:2][cH:3][c:4]2[c:5]([cH:6]1)[s:7][c:8]1[cH:9][cH:10][cH:11][cH:12][c:13]21>>[F:14][B-:15]([F:16])([F:17])[F:18].[cH:1]1[cH:2][cH:3][c:4]2[c:5]([cH:6]1)[s+:7](-[c:19]1[cH:20][cH:21][cH:22][cH:23][cH:24]1)[c:8]1[cH:9][cH:10][cH:11][cH:12][c:13]21. Reactants: NC1=CC=C(C=C1)NC1=C(C=C(C(=O)O)C=C1S(N)(=O)=O)NCC1=CC=CO1 (4-(4-aminophenylamino)-3-furfurylamino-5-sulfamoylbenzoic acid). The reagents and catalysts are [Pd] (palladium on charcoal). Solvent: O1CCOCC1 (dioxane). The product is NC1=CC=C(C=C1)NC1=C(C=C(C(=O)O)C=C1S(N)(=O)=O)NCC1OCCC1 (4-(4-aminophenylamino)-3-(2-tetrahydrofurylmethylamino)-5-sulfamoylbenzoic acid). RXN SMILES: [NH2:1][C:2]1[CH:7]=[CH:6][C:5]([NH:8][C:9]2[C:17]([S:18](=[O:21])(=[O:20])[NH2:19])=[CH:16][C:12]([C:13]([OH:15])=[O:14])=[CH:11][C:10]=2[NH:22][CH2:23][C:24]2[O:28][CH:27]=[CH:26][CH:25]=2)=[CH:4][CH:3]=1>[Pd].O1CCOCC1>[NH2:1][C:2]1[CH:7]=[CH:6][C:5]([NH:8][C:9]2[C:17]([S:18](=[O:20])(=[O:21])[NH2:19])=[CH:16][C:12]([C:13]([OH:15])=[O:14])=[CH:11][C:10]=2[NH:22][CH2:23][CH:24]2[CH2:25][CH2:26][CH2:27][O:28]2)=[CH:4][CH:3]=1. Procedure details: The mixture of 1.2 g of 4-(4-aminophenylamino)-3-furfurylamino-5-sulfamoylbenzoic acid (Example 3), 0.6 g of 10% palladium on charcoal and 120 ml of dioxane is hydrogenated at room temperature and atmospheric pressure until the theoretical amount of hydrogen has been absorbed (about 2 hours). It is filtered, the filtrate evaporated under reduced pressure, the residue is triturated with water, dissolved in 40 ml of 50% hot aqueous ethanol, the solution filtered hot, the filtrate cooled and the pr... The reactants are C(C)(C)C1=NC2=C(N1C=1N=C(C3=C(N1)C=CC(=N3)CC3CN(C3)C(=O)OC(C)(C)C)N3CCOCC3)C=CC=C2 (tert-Butyl 3-((2-(2-isopropyl-1H-benzo[d]imidazol-1-yl)-4-morpholinopyrido[3,2-d]pyrimidin-6-yl)methyl)azetidine-1-carboxylate), Cl (HCl). Run in O1CCOCC1 (dioxane). The product is N1CC(C1)CC=1C=CC=2N=C(N=C(C2N1)N1CCOCC1)N1C(=NC2=C1C=CC=C2)C(C)C (4-(6-(azetidin-3-ylmethyl)-2-(2-isopropyl-1H-benzo[d]imidazol-1-yl)pyrido[3,2-d]pyrimidin-4-yl)morpholine). RXN SMILES: [CH:1]([C:4]1[N:8]([C:9]2[N:10]=[C:11]([N:31]3[CH2:36][CH2:35][O:34][CH2:33][CH2:32]3)[C:12]3[N:18]=[C:17]([CH2:19][CH:20]4[CH2:23][N:22](C(OC(C)(C)C)=O)[CH2:21]4)[CH:16]=[CH:15][C:13]=3[N:14]=2)[C:7]2[CH:37]=[CH:38][CH:39]=[CH:40][C:6]=2[N:5]=1)([CH3:3])[CH3:2].Cl>O1CCOCC1>[NH:22]1[CH2:23][CH:20]([CH2:19][C:17]2[CH:16]=[CH:15][C:13]3[N:14]=[C:9]([N:8]4[C:7]5[CH:37]=[CH:38][CH:39]=[CH:40][C:6]=5[N:5]=[C:4]4[CH:1]([CH3:3])[CH3:2])[N:10]=[C:11]([N:31]4[CH2:36][CH2:35][O:34][CH2:33][CH2:32]4)[C:12]=3[N:18]=2)[CH2:21]1. Reported procedure: tert-Butyl 3-((2-(2-isopropyl-1H-benzo[d]imidazol-1-yl)-4-morpholinopyrido[3,2-d]pyrimidin-6-yl)methyl)azetidine-1-carboxylate (0.2 g) was deprotected with 4N HCl in dioxane (0.9 mL) at room temperature over 1 hour. The reaction was concentrated to dryness to afford crude 4-(6-(azetidin-3-ylmethyl)-2-(2-isopropyl-1H-benzo[d]imidazol-1-yl)pyrido[3,2-d]pyrimidin-4-yl)morpholine which was reacted with methyl 2-bromo-2-methylpropanoate (3 eq) and potassium carbonate (6 eq) at 75° C. for 3 hours. The... Product: FC1=C(C=CC=C1)CCC(C)C1=CC=NC=C1 (1-(2-fluorophenyl)-3-(4-pyridyl)-butane). Isolated yield 34.5%. Reaction SMILES: [CH2:1]([C:3]1[CH:8]=[CH:7][N:6]=[CH:5][CH:4]=1)[CH3:2].[F:9][C:10]1[CH:18]=[CH:17][CH:16]=[CH:15][C:11]=1[CH2:12][CH2:13]Br>>[F:9][C:10]1[CH:18]=[CH:17][CH:16]=[CH:15][C:11]=1[CH2:12][CH2:13][CH:1]([C:3]1[CH:8]=[CH:7][N:6]=[CH:5][CH:4]=1)[CH3:2]. Reported procedure: 1.0 g (9.35 mmol) of 4-ethylpyridine and 1.90 g (9.35 mmol) of 2-fluorophenethyl bromide were reacted in the same manner as in Example 1. The reaction product was purified, to obtain 0.74 g of desired compound (yield: 39.2%). The reactants are C(C)C1=CC=NC=C1 (4-ethylpyridine), FC1=C(CCBr)C=CC=C1 (2-fluorophenethyl bromide).